Dataset: the Open Reaction Database (ORD), a public repository of structured organic reaction records. Task: describe an organic reaction: reactants, conditions, products, and yield Starting materials: O=C1CCC(=O)N1Br, Cc1ccc(C#N)s1, ClC(Cl)(Cl)Cl, CC(C)(C#N)N=NC(C)(C)C#N. Yields the product N#Cc1ccc(CBr)s1. RXN SMILES: [Br:9][N:10]1[C:11](=[O:12])[CH2:13][CH2:14][C:15]1=[O:16].[C:1](#[N:2])[c:3]1[s:4][c:5]([CH3:8])[cH:6][cH:7]1.[Cl:29][C:30]([Cl:31])([Cl:32])[Cl:33].[N:17]([C:18]([CH3:19])([CH3:20])[C:21]#[N:22])=[N:23][C:24]([CH3:25])([CH3:26])[C:27]#[N:28]>>[C:1](#[N:2])[c:3]1[s:4][c:5]([CH2:8][Br:9])[cH:6][cH:7]1.